From a dataset of the Open Reaction Database (ORD), a public repository of structured organic reaction records. describe an organic reaction: reactants, conditions, products, and yield Starting materials: COC(CC(CSC1=CC(=CC=C1)OC)=O)=O (4-(3-Methoxy-phenylsulfanyl)-3-oxo-butyric acid methyl ester), CS(=O)(=O)O (methanesulfonic acid). The solvent is ClCCl (dichloromethane). Yields the product COC(CC=1C2=C(SC1)C=C(C(=C2)C)OC)=O ((6-Methoxy-5-methyl-benzo[b]thiophen-3-yl)-acetic acid methyl ester). RXN SMILES: [CH3:1][O:2][C:3](=[O:17])[CH2:4][C:5](=O)[CH2:6][S:7][C:8]1[CH:13]=[CH:12][CH:11]=[C:10]([O:14][CH3:15])[CH:9]=1.[CH3:18]S(O)(=O)=O>ClCCl>[CH3:1][O:2][C:3](=[O:17])[CH2:4][C:5]1[C:13]2[CH:12]=[C:11]([CH3:18])[C:10]([O:14][CH3:15])=[CH:9][C:8]=2[S:7][CH:6]=1. Procedure: A solution of compound 78A from the preceding step (8.6 g, 32 mmol) in 30 mL of dichloromethane was added dropwise to 30 mL of methanesulfonic acid stirred under N2 at icebath temperature. The mixture was allowed to warn gradually to room temperature. After an hour 200 mL of icewater was cautiously added (vigorous reaction!), then the mixture was partitioned between a total of 300 mL of water and 350–400 mL of dichloro-methane. The organic layer was drawn off and washed with water, then 0.5M aq ... Reactants: COC(=O)CC(C)(C)N(Cc1ccccc1)C(=O)C(=O)OC, C[O-], Cc1ccccc1, CO, [Na+]. Product: COC(=O)C1C(=O)C(=O)N(Cc2ccccc2)C1(C)C. Reaction SMILES: [CH3:1][C:2]([CH2:3][C:4](=[O:5])[O:6][CH3:7])([CH3:8])[N:9]([CH2:10][c:11]1[cH:12][cH:13][cH:14][cH:15][cH:16]1)[C:17]([C:18](=[O:19])[O:20][CH3:21])=[O:22].[CH3:23][O-:24].[CH3:26][c:27]1[cH:28][cH:29][cH:30][cH:31][cH:32]1.[CH3:33][OH:34].[Na+:25]>>[CH3:1][C:2]1([CH3:8])[CH:3]([C:4](=[O:5])[O:6][CH3:7])[C:18](=[O:19])[C:17](=[O:22])[N:9]1[CH2:10][c:11]1[cH:12][cH:13][cH:14][cH:15][cH:16]1.